Dataset: the Open Reaction Database (ORD), a public repository of structured organic reaction records. Task: describe an organic reaction: reactants, conditions, products, and yield The reactants are C1CCNC1, O=C1CCc2cc(Cl)c(Cl)cc2C1, Cc1ccc(S(=O)(=O)O)cc1, c1ccncc1. The product is Clc1cc2c(cc1Cl)CCC(N1CCCC1)=C2. RXN SMILES: [CH2:25]1[CH2:26][CH2:27][NH:28][CH2:29]1.[Cl:1][c:2]1[cH:3][c:4]2[c:9]([cH:10][c:11]1[Cl:12])[CH2:8][C:7](=[O:13])[CH2:6][CH2:5]2.[c:14]1([CH3:15])[cH:16][cH:17][c:18]([S:19]([OH:20])(=[O:21])=[O:22])[cH:23][cH:24]1.[cH:30]1[cH:31][cH:32][n:33][cH:34][cH:35]1>>[Cl:1][c:2]1[cH:3][c:4]2[c:9]([cH:10][c:11]1[Cl:12])[CH:8]=[C:7]([N:28]1[CH2:27][CH2:26][CH2:25][CH2:29]1)[CH2:6][CH2:5]2. Reaction SMILES: [Br:15][N:16]1[C:17](=[O:18])[CH2:19][CH2:20][C:21]1=[O:22].[C:1]([CH3:2])([CH3:3])=[C:4]([C:5](=[O:6])[O:7][CH2:8][CH3:9])[C:10](=[O:11])[O:12][CH2:13][CH3:14].[C:23]([O:24][O:25][C:26](=[O:27])[c:28]1[cH:29][cH:30][cH:31][cH:32][cH:33]1)(=[O:34])[c:35]1[cH:36][cH:37][cH:38][cH:39][cH:40]1.[C:41]([Cl:42])([Cl:43])([Cl:44])[Cl:45]>>[C:1]([CH3:2])([CH2:3][Br:15])=[C:4]([C:5](=[O:6])[O:7][CH2:8][CH3:9])[C:10](=[O:11])[O:12][CH2:13][CH3:14]. Product: CCOC(=O)C(C(=O)OCC)=C(C)CBr. Starting materials: O=C1CCC(=O)N1Br, CCOC(=O)C(C(=O)OCC)=C(C)C, O=C(OOC(=O)c1ccccc1)c1ccccc1, ClC(Cl)(Cl)Cl. Starting materials: [Si](C)(C)(C(C)(C)C)OC[C@H]1[C@H](COCC2=CC=CC=C2)O1 ((2S,3S)-4-benzyloxy-2,3-epoxy-1-butanol tert-butyldimethylsilyl ether), C1(=C(C=CC=C1)C[Mg]Br)C (2-tolylmethyl magnesium bromide). The product is C(C1=CC=CC=C1)OC[C@H]([C@H](CO[Si](C)(C)C(C)(C)C)O)CC1=C(C=CC=C1)C ((2R,3R)-4-benzyloxy-1-tert-butyldimethylsilyloxy-3-(2-tolylmethyl)-2-butanol). As a reaction SMILES: [Si:1]([O:8][CH2:9][C@@H:10]1[O:21][C@H:11]1[CH2:12][O:13][CH2:14][C:15]1[CH:20]=[CH:19][CH:18]=[CH:17][CH:16]=1)([C:4]([CH3:7])([CH3:6])[CH3:5])([CH3:3])[CH3:2].[C:22]1([CH3:31])[CH:27]=[CH:26][CH:25]=[CH:24][C:23]=1[CH2:28][Mg]Br>>[CH2:14]([O:13][CH2:12][C@@H:11]([CH2:31][C:22]1[CH:27]=[CH:26][CH:25]=[CH:24][C:23]=1[CH3:28])[C@@H:10]([OH:21])[CH2:9][O:8][Si:1]([C:4]([CH3:5])([CH3:6])[CH3:7])([CH3:2])[CH3:3])[C:15]1[CH:16]=[CH:17][CH:18]=[CH:19][CH:20]=1. Procedure details: 351 mg of (2S,3S)-4-benzyloxy-2,3-epoxy-1-butanol tert-butyldimethylsilyl ether obtained in Example 53, was subjected to Grignard reaction in the same manner as in Example 53 by using 2-tolylmethyl magnesium bromide (0.8M diethyl ether solution). The product was purificated by silica gel column chromatography to obtain 10 mg of (2R,3R)-4-benzyloxy-1-tert-butyldimethylsilyloxy-3-(2-tolylmethyl)-2-butanol as colorless oily substance. Starting materials: C(C)(C)(C)C1=C(C=C(C=C1)C(=O)OC)NC(CC(CCCCC)C1=C(C=C(C=C1)C=O)OC)=O (N-(2-t-butyl-5-methoxycarbonylphenyl)-3-(4-formyl-2-methoxyphenyl)octanamide), C(CC)[Mg]Br (propylmagnesium bromide). The product is C(C)(C)(C)C1=C(C=C(C=C1)C(=O)O)NC(CC(CCCCC)C1=C(C=C(C=C1)C(CCC)=O)OC)=O (N-(2-t-Butyl-5-carboxyphenyl)-3-(4-butyryl-2-methoxyphenyl)octanamide). Reaction SMILES: [C:1]([C:5]1[CH:10]=[CH:9][C:8]([C:11]([O:13]C)=[O:12])=[CH:7][C:6]=1[NH:15][C:16](=[O:34])[CH2:17][CH:18]([C:24]1[CH:29]=[CH:28][C:27]([CH:30]=[O:31])=[CH:26][C:25]=1[O:32][CH3:33])[CH2:19][CH2:20][CH2:21][CH2:22][CH3:23])([CH3:4])([CH3:3])[CH3:2].[CH2:35]([Mg]Br)[CH2:36][CH3:37]>>[C:1]([C:5]1[CH:10]=[CH:9][C:8]([C:11]([OH:13])=[O:12])=[CH:7][C:6]=1[NH:15][C:16](=[O:34])[CH2:17][CH:18]([C:24]1[CH:29]=[CH:28][C:27]([C:30](=[O:31])[CH2:35][CH2:36][CH3:37])=[CH:26][C:25]=1[O:32][CH3:33])[CH2:19][CH2:20][CH2:21][CH2:22][CH3:23])([CH3:2])([CH3:4])[CH3:3]. Procedure: Following a similar procedure to that described in Preparation 64A(i), but using N-(2-t-butyl-5-methoxycarbonylphenyl)-3-(4-formyl-2-methoxyphenyl)-octanamide (prepared as described in Preparation 63A) and propylmagnesium bromide, the title compound was obtained as a foam-like substance.